The task is: describe an organic reaction: reactants, conditions, products, and yield. This data is from the Open Reaction Database (ORD), a public repository of structured organic reaction records. Starting materials: C1(CC1)N(CC1=CC(=CC=C1)C#C[Si](C)(C)C)C (cyclopropyl-methyl-(3-trimethylsilanylethynyl-benzyl)-amine), C1(CC1)N(CC1=CC(=CC=C1)C#C[Si](C)(C)C)C (cyclopropyl-methyl-(3-trimethylsilanylethynyl-benzyl)-amine), C([O-])([O-])=O.[K+].[K+] (potassium carbonate). The solvent is CO (methanol). Reaction conditions: time 8 hour. Yields the product C1(CC1)N(C)CC1=CC(=CC=C1)C#C (Cyclopropyl-(3-ethynyl-benzyl)-methyl-amine). Isolated yield 86.0%. RXN SMILES: [CH:1]1([N:4]([CH3:18])[CH2:5][C:6]2[CH:11]=[CH:10][CH:9]=[C:8]([C:12]#[C:13][Si](C)(C)C)[CH:7]=2)[CH2:3][CH2:2]1.C(=O)([O-])[O-].[K+].[K+]>CO>[CH:1]1([N:4]([CH2:5][C:6]2[CH:11]=[CH:10][CH:9]=[C:8]([C:12]#[CH:13])[CH:7]=2)[CH3:18])[CH2:3][CH2:2]1 |f:1.2.3|. Procedure details: A solution cyclopropyl-methyl-(3-trimethylsilanylethynyl-benzyl)-amine (Intermediate 90, 0.355 g, 1.38 mmol) in methanol (10 mL) was treated with potassium carbonate (0.13 g, 0.95 mmol) and the resulting reaction mixture was stirred at ambient temperature overnight. The solvent was evaporated in vacuo, the residue was diluted with water and extracted with diethyl ether. The organic phase was washed with brine, dried over anhydrous magnesium sulfate, filtered and evaporated in vacuo to afford the... Reactants: CCNC(C=O)COC, CSc1nnc(N=C=O)s1, c1ccccc1. Yields the product CCN(C(=O)Nc1nnc(SC)s1)C(C=O)COC. RXN SMILES: [CH2:11]([CH3:12])[NH:13][CH:14]([CH:15]=[O:16])[CH2:17][O:18][CH3:19].[CH3:1][S:2][c:3]1[n:4][n:5][c:6]([N:8]=[C:9]=[O:10])[s:7]1.[cH:20]1[cH:21][cH:22][cH:23][cH:24][cH:25]1>>[CH3:1][S:2][c:3]1[n:4][n:5][c:6]([NH:8][C:9](=[O:10])[N:13]([CH2:11][CH3:12])[CH:14]([CH:15]=[O:16])[CH2:17][O:18][CH3:19])[s:7]1.